From a dataset of the Open Reaction Database (ORD), a public repository of structured organic reaction records. describe an organic reaction: reactants, conditions, products, and yield Starting materials: O=C(CBr)Nc1ncncn1, CC#N, CN1CCC(OC(=O)C(O)(c2ccccc2)c2ccccc2)CC1, ClC(Cl)Cl. Yields the product [Br-], C[N+]1(CC(=O)Nc2ncncn2)CCC(OC(=O)C(O)(c2ccccc2)c2ccccc2)CC1. RXN SMILES: [Br:25][CH2:26][C:27](=[O:28])[NH:29][c:30]1[n:31][cH:32][n:33][cH:34][n:35]1.[C:40](#[N:41])[CH3:42].[CH3:1][N:2]1[CH2:3][CH2:4][CH:5]([O:8][C:9]([C:10]([c:11]2[cH:12][cH:13][cH:14][cH:15][cH:16]2)([c:17]2[cH:18][cH:19][cH:20][cH:21][cH:22]2)[OH:23])=[O:24])[CH2:6][CH2:7]1.[CH:36]([Cl:37])([Cl:38])[Cl:39]>>[Br-:25].[CH3:1][N+:2]1([CH2:26][C:27](=[O:28])[NH:29][c:30]2[n:31][cH:32][n:33][cH:34][n:35]2)[CH2:3][CH2:4][CH:5]([O:8][C:9]([C:10]([c:11]2[cH:12][cH:13][cH:14][cH:15][cH:16]2)([c:17]2[cH:18][cH:19][cH:20][cH:21][cH:22]2)[OH:23])=[O:24])[CH2:6][CH2:7]1. Starting materials: [Br-], CC(=O)OC1CC2=CC=C3C4CCC(C(C)COS(=O)(=O)c5ccc(C)cc5)C4(C)CCC3C2(C)C(OC(C)=O)C1, CC(C)=O, [Li+]. The product is CC(=O)OC1CC2=CC=C3C4CCC(C(C)CBr)C4(C)CCC3C2(C)C(OC(C)=O)C1. As a reaction SMILES: [Br-:43].[CH3:1][CH:2]([CH2:3][O:4][S:5]([c:6]1[cH:7][cH:8][c:9]([CH3:10])[cH:11][cH:12]1)(=[O:13])=[O:14])[CH:15]1[CH2:16][CH2:17][CH:18]2[C:19]3=[CH:20][CH:21]=[C:22]4[CH2:23][CH:24]([O:38][C:39]([CH3:40])=[O:41])[CH2:25][CH:26]([O:34][C:35]([CH3:36])=[O:37])[C:27]4([CH3:28])[CH:29]3[CH2:30][CH2:31][C:32]12[CH3:33].[CH3:44][C:45](=[O:46])[CH3:47].[Li+:42]>>[CH3:1][CH:2]([CH2:3][Br:43])[CH:15]1[CH2:16][CH2:17][CH:18]2[C:19]3=[CH:20][CH:21]=[C:22]4[CH2:23][CH:24]([O:38][C:39]([CH3:40])=[O:41])[CH2:25][CH:26]([O:34][C:35]([CH3:36])=[O:37])[C:27]4([CH3:28])[CH:29]3[CH2:30][CH2:31][C:32]12[CH3:33]. Starting materials: C#CCBr, CC(C)=O, COc1nc(C(F)(F)C(F)(F)F)cc(=O)n1-c1cc(O)c(Cl)cc1F, [Na+], [Na+], O=C([O-])[O-]. Product: C#CCOc1cc(-n2c(OC)nc(C(F)(F)C(F)(F)F)cc2=O)c(F)cc1Cl. Reaction SMILES: [CH2:26]([C:27]#[CH:28])[Br:29].[CH3:36][C:37](=[O:38])[CH3:39].[Cl:1][c:2]1[cH:3][c:4]([F:25])[c:5](-[n:9]2[c:10]([O:23][CH3:24])[n:11][c:12]([C:16]([C:17]([F:18])([F:19])[F:20])([F:21])[F:22])[cH:13][c:14]2=[O:15])[cH:6][c:7]1[OH:8].[Na+:30].[Na+:31].[O-:32][C:33](=[O:34])[O-:35]>>[Cl:1][c:2]1[cH:3][c:4]([F:25])[c:5](-[n:9]2[c:10]([O:23][CH3:24])[n:11][c:12]([C:16]([C:17]([F:18])([F:19])[F:20])([F:21])[F:22])[cH:13][c:14]2=[O:15])[cH:6][c:7]1[O:8][CH2:28][C:27]#[CH:26]. Starting materials: C1(CNCC=2C=CC=C3C=CN1C23)=O (3,4-Dihydro-2H-[1,4]diazepino [6,7,1-hi]indol-1-one), [OH-].[K+] (KOH), II (iodine). Run in CN(C)C=O (DMF). Reaction conditions: time 8 hour. Yields the product IC1=C2C=CN3C2=C(C=C1)CNCC3=O (7-Iodo-3,4-dihydro-2H-[1,4]diazepino[6,7,1-hi]indol-1-one). Isolated yield 91.2%. As a reaction SMILES: [C:1]1(=[O:14])[N:12]2[C:13]3[C:9]([CH:10]=[CH:11]2)=[CH:8][CH:7]=[CH:6][C:5]=3[CH2:4][NH:3][CH2:2]1.[OH-].[K+].[I:17]I>CN(C=O)C>[I:17][C:8]1[CH:7]=[CH:6][C:5]2[CH2:4][NH:3][CH2:2][C:1](=[O:14])[N:12]3[C:13]=2[C:9]=1[CH:10]=[CH:11]3 |f:1.2|. Procedure: To a pale-yellow solution of 3,4-dihydro-2H-[1,4]diazepino[6,7,1-hi]indol-1-one (Example 42, 0.051 g, 0.274 mmol) in 5 mL DMF was added KOH (0.058 g, 1.03 mmol) and iodine (0.139 g, 0.548 mmol) at rt. The reaction mixture was stirred at rt overnight, at which time solvent was removed in vacuo. The residue was taken up in EtOAc and washed with 0.1% aq sodium bisulfite, H2O and brine. The organic layer was dried over anhydrous MgSO4, filtered and concentrated to give 0.078 g (92%) of a pale-yellow... Starting materials: C(C)(=O)OCC=1NC(=CC1)C(=O)OCC1=CC=CC=C1 (2-acetoxymethyl-5-benzyloxycarbonylpyrrole), formula 202, C1(=CC=C(C=C1)S(=O)(=O)O)C (p-toluenesulfonic acid), C(#N)C(=CC=1NC=CC1)C(=O)OCC (2-(2-cyano 2-ethoxycarbonyl-ethen-1-yl)pyrrole), formula 201. Run in C1(=CC=CC=C1)C (toluene). Product: C1=CNC(=C1)CC2=CC=CN2 (dipyrromethane). RXN SMILES: C([C:3]([C:10](OCC)=O)=[CH:4][C:5]1[NH:6][CH:7]=[CH:8][CH:9]=1)#N.C(O[CH2:19][C:20]1[NH:21]C(C(OCC2C=CC=CC=2)=O)=CC=1)(=O)C.C1(C)C=CC(S(O)(=O)=O)=CC=1>C1(C)C=CC=CC=1>[CH:8]1[CH:9]=[C:5]([CH2:4][C:3]2[NH:21][CH:20]=[CH:19][CH:10]=2)[NH:6][CH:7]=1. Procedure: As illustrated in Reaction Scheme 2, Step 1, an equimolar amount or a slight excess of a 2-(2-cyano 2-ethoxycarbonyl-ethen-1-yl)pyrrole derivative, shown as a compound of formula 201, is reacted with a 2-acetoxymethyl-5-benzyloxycarbonylpyrrole derivative of formula 202 in an organic solvent, preferably toluene, in the presence of a catalytic amount of p-toluenesulfonic acid to give the dipyrromethane of formula 203. The benzyl protecting group of the dipyrromethane 203 is then removed by pallad... The reactants are [Cl-].[Cl-].[CH-]1C=CC=C1.[CH-]1C=CC=C1.[Ti+2] (titanocene dichloride), ClC1=NC(=NC(=C1)OCCC(C)C)C1=CC=CC=C1 (4-chloro-6-(3-methylbut-1-oxy)-2-phenylpyrimidine), C(CCC)[Li] (butyllithium), C(C)(C)NC(C)C (diisopropylamine), C(C)(=O)O (acetic acid). Solvent: O1CCCC1 (tetrahydrofuran), O1CCCC1 (tetrahydrofuran), O (water). Conditions: temperature -70 celsius, time 1 hour. Product: C1(C=CC=C1)[Ti](OC(CC=1C(=NC(=NC1OCCC(C)C)C1=CC=CC=C1)Cl)=O)C1C=CC=C1 (bis(cyclopentadienyl)-[4-chloro-6-(3-methylbut-1-oxy)-2-phenylpyrimidinyl]acetoxytitanium). Reaction SMILES: C([Li])CCC.C(NC(C)C)(C)C.[Cl-].[Cl-].[CH-:15]1[CH:19]=[CH:18][CH:17]=[CH:16]1.[CH-:20]1[CH:24]=[CH:23][CH:22]=[CH:21]1.[Ti+2:25].[Cl:26][C:27]1[CH:32]=[C:31]([O:33][CH2:34][CH2:35][CH:36]([CH3:38])[CH3:37])[N:30]=[C:29]([C:39]2[CH:44]=[CH:43][CH:42]=[CH:41][CH:40]=2)[N:28]=1.[C:45]([OH:48])(=[O:47])[CH3:46]>O1CCCC1.O>[CH:15]1([Ti:25]([CH:20]2[CH:24]=[CH:23][CH:22]=[CH:21]2)[O:47][C:45](=[O:48])[CH2:46][C:32]2[C:27]([Cl:26])=[N:28][C:29]([C:39]3[CH:40]=[CH:41][CH:42]=[CH:43][CH:44]=3)=[N:30][C:31]=2[O:33][CH2:34][CH2:35][CH:36]([CH3:38])[CH3:37])[CH:19]=[CH:18][CH:17]=[CH:16]1 |f:2.3.4.5.6|. Reported procedure: 69 ml (0.11 mol, 1.6M) of butyllithium are added dropwise over the course of 15 minutes under a nitrogen atmosphere to a solution of 15.6 ml (0.11 mol) of diisopropylamine in 200 ml of tetrahydrofuran at 0° C. This solution is added dropwise at from -70° to -60° C. over the course of 2 hours to a suspension of 24.9 g (0.1 mol) of titanocene dichloride and 27.7 g (0.1 mol) of 4-chloro-6-(3-methylbut-1-oxy)-2-phenylpyrimidine in 1000 ml of tetrahydrofuran. The reaction mixture is stirred at -70° C... Reagents/catalysts: [Pd] (palladium on charcoal). Reactants: C(C1=CC=CC=C1)N1C2=C(C=C(C3=C1C=CC=C3)F)C=CC=C2 (5-benzyl-10-fluoro-5H-dibenz[b,f]azepine), [H][H] (hydrogen). Yields the product FC1=CC2=C(NC3=C1C=CC=C3)C=CC=C2 (10-fluoro-5H-dibenz[b,f]azepine). RXN SMILES: C([N:8]1[C:14]2[CH:15]=[CH:16][CH:17]=[CH:18][C:13]=2[C:12]([F:19])=[CH:11][C:10]2[CH:20]=[CH:21][CH:22]=[CH:23][C:9]1=2)C1C=CC=CC=1.[H][H]>CO.[Pd]>[F:19][C:12]1[C:13]2[CH:18]=[CH:17][CH:16]=[CH:15][C:14]=2[NH:8][C:9]2[CH:23]=[CH:22][CH:21]=[CH:20][C:10]=2[CH:11]=1. Solvent: CO (methanol). Reported procedure: A solution of 6.03 g (0.02 mole) of 5-benzyl-10-fluoro-5H-dibenz[b,f]azepine in 100 ml of methanol is hydrogenated at 25° C in the presence of 0.6 of palladium on charcoal catalyst (5% Pd) until the uptake of hydrogen has ceased (app. 15 hours). The catalyst is filtered off and the filtrate is concentrated in vacuo. The residual colourless oil is chromatographed over 50 times the amount of silica gel (particle size: 0.063-0.2 mm) with benzene/petroleum ether (1:1) as eluant. The homogeneous frac...